This data is from the Open Reaction Database (ORD), a public repository of structured organic reaction records. The task is: describe an organic reaction: reactants, conditions, products, and yield Starting materials: ClC=1C=NC=C(C1NC(C1=CC(=C(C=C1)OC)OC(C1=CC=CC=C1)=O)=O)Cl (N-(3,5-dichloropyrid-4-yl)-3-benzoyloxy-4-methoxybenzamide), Cl (hydrochloric acid), O (water), C([O-])([O-])=O.[K+].[K+] (potassium carbonate). Solvent: CO (methanol). Run at time 8 hour. Yields the product ClC=1C=NC=C(C1NC(C1=CC(=C(C=C1)OC)O)=O)Cl (N-(3,5-dichloropyrid-4-yl)-3-hydroxy-4-methoxybenzamide). RXN SMILES: [Cl:1][C:2]1[CH:3]=[N:4][CH:5]=[C:6]([Cl:28])[C:7]=1[NH:8][C:9](=[O:27])[C:10]1[CH:15]=[CH:14][C:13]([O:16][CH3:17])=[C:12]([O:18]C(=O)C2C=CC=CC=2)[CH:11]=1.O.C(=O)([O-])[O-].[K+].[K+].Cl>CO>[Cl:28][C:6]1[CH:5]=[N:4][CH:3]=[C:2]([Cl:1])[C:7]=1[NH:8][C:9](=[O:27])[C:10]1[CH:15]=[CH:14][C:13]([O:16][CH3:17])=[C:12]([OH:18])[CH:11]=1 |f:2.3.4|. Procedure: A solution of N-(3,5-dichloropyrid-4-yl)-3-benzoyloxy-4-methoxybenzamide (13.4 g; that is prepared as described in Reference Example 11) in methanol (160 mL) and water (60 mL) is treated with anhydrous potassium carbonate (18 g), and stirred overnight at room temperature. It is then brought to pH 7 by treatment with dilute hydrochloric acid (2 N), and concentrated. The residue is treated with water (100 mL) and filtered, and the resulting solid is dried, to give N-(3,5-dichloropyrid-4-yl)-3-hydr... Starting materials: C1COCCN1, CN(C)C=O, COc1ccc2cc(-n3nc(OCCCl)cc3C)ccc2c1. Yields the product COc1ccc2cc(-n3nc(OCCN4CCOCC4)cc3C)ccc2c1. As a reaction SMILES: [CH2:23]1[CH2:24][O:25][CH2:26][CH2:27][NH:28]1.[CH3:29][N:30]([CH3:31])[CH:32]=[O:33].[Cl:1][CH2:2][CH2:3][O:4][c:5]1[n:6][n:7](-[c:11]2[cH:12][c:13]3[cH:14][cH:15][c:16]([O:21][CH3:22])[cH:17][c:18]3[cH:19][cH:20]2)[c:8]([CH3:10])[cH:9]1>>[CH2:2]([CH2:3][O:4][c:5]1[n:6][n:7](-[c:11]2[cH:12][c:13]3[cH:14][cH:15][c:16]([O:21][CH3:22])[cH:17][c:18]3[cH:19][cH:20]2)[c:8]([CH3:10])[cH:9]1)[N:28]1[CH2:23][CH2:24][O:25][CH2:26][CH2:27]1. Starting materials: [C-]#N, C1CCNCC1, CCOC(C)=O, CCO, [K+], O=CC1CCC2(CC1)OCCO2, O. Yields the product N#CC(C1CCC2(CC1)OCCO2)N1CCCCC1. Reaction SMILES: [C-:1]#[N:2].[CH2:4]1[CH2:5][CH2:6][NH:7][CH2:8][CH2:9]1.[CH3:22][CH2:23][O:24][C:25](=[O:26])[CH3:27].[CH3:28][CH2:29][OH:30].[K+:3].[O:10]1[CH2:11][CH2:12][O:13][C:14]12[CH2:15][CH2:16][CH:17]([CH:20]=[O:21])[CH2:18][CH2:19]2.[OH2:31]>>[C:1](#[N:2])[CH:20]([N:7]1[CH2:6][CH2:5][CH2:4][CH2:9][CH2:8]1)[CH:17]1[CH2:16][CH2:15][C:14]2([O:10][CH2:11][CH2:12][O:13]2)[CH2:19][CH2:18]1. Product: C(=O)(O)CC1=CC=C(OCC2C(C3=C(O2)C=CC(=C3O)C(C)=O)CCC)C=C1 (2-(4-Carboxymethylphenoxymethyl)-3-propyl-4-hydroxy-5-acetyl-2,3-dihydrobenzo-[b]furan). Solvent: O (H2O), C1CCOC1 (THF). Run at time 3 hour. Procedure: The compound from Example 16 (650 mg, 1.63 moles) was taken up in 5 ml THF to which was added 1 N NaOH (4.2 ml). After three hours, the reaction volume wad diluted with H2O and the THF was removed in vacuo. The aqueous phase was wahsed with CHCl3, then acidified and extracted into CHCl3. The organic extract was dried and concentrated. The residue was triturated with ether to afford the title compound as a white solid which was recrystallized from toluene, m.p.: 104°-106°. The reactants are COC(CC1=CC=C(OCC2(C(C3=C(O2)C=CC(=C3O)C(C)=O)(O)CCC)O)C=C1)=O (2-(4-(2-Methoxy-2-oxoethyl)phenoxymethyl)-3-propyl-4-hydroxy-5-acetyl-2,3-dihydroxybenzo[b]furan), [OH-].[Na+] (NaOH). RXN SMILES: C[O:2][C:3](=[O:31])[CH2:4][C:5]1[CH:30]=[CH:29][C:8]([O:9][CH2:10][C:11]2(O)[O:15][C:14]3[CH:16]=[CH:17][C:18]([C:21](=[O:23])[CH3:22])=[C:19]([OH:20])[C:13]=3[C:12]2([CH2:25][CH2:26][CH3:27])O)=[CH:7][CH:6]=1.[OH-].[Na+]>C1COCC1.O>[C:3]([CH2:4][C:5]1[CH:30]=[CH:29][C:8]([O:9][CH2:10][CH:11]2[O:15][C:14]3[CH:16]=[CH:17][C:18]([C:21](=[O:23])[CH3:22])=[C:19]([OH:20])[C:13]=3[CH:12]2[CH2:25][CH2:26][CH3:27])=[CH:7][CH:6]=1)([OH:31])=[O:2] |f:1.2|. The reactants are C(C)OP(=O)(OCC)C(C(=O)OCC)F (ethyl diethylphosphonofluoroacetate), C(CCC)[Li] (n-Butyllithium), solution, C(C)(C)NC(C)C (diisopropylamine), CC(C=O)(C)C (trimethylacetaldehyde). Solvent: O1CCCC1 (tetrahydrofuran), CCCCCC (hexane), O1CCCC1 (tetrahydrofuran), O (water). Run at temperature 0 celsius. Yields the product F\C(\C(=O)OCC)=C/C(C)(C)C (ethyl (Z)-2-Fluoro-4,4-dimethylpent-2-enoate). As a reaction SMILES: C([Li])CCC.C(NC(C)C)(C)C.C(OP([CH:21]([F:27])[C:22]([O:24][CH2:25][CH3:26])=[O:23])(OCC)=O)C.[CH3:28][C:29]([CH3:33])([CH3:32])[CH:30]=O>CCCCCC.O1CCCC1.O>[F:27]/[C:21](=[CH:28]\[C:29]([CH3:33])([CH3:32])[CH3:30])/[C:22]([O:24][CH2:25][CH3:26])=[O:23]. Reported procedure: n-Butyllithium (4.8 ml of a 1.6M solution in hexane) was added to a stirred solution of diisopropylamine (1.1 ml) in tetrahydrofuran (15 ml) at 0° C. under nitrogen. The resulting mixture was maintained at 0° C. for 0.5 hour and then cooled to -70° when a solution of ethyl diethylphosphonofluoroacetate (1.7 g) in tetrahydrofuran (5 ml) was added. After a further 0.5 hour at -70° trimethylacetaldehyde (0.76 ml) was added neat and the resulting mixture was allowed to warm to room temperature over ... Reactants: CC(C)(C)OC(=O)NC1CCC(N)CC1, O=C(O)c1c[nH]c2c(-c3cc(F)ccc3OCC3CC3)ncnc12. The product is CC(C)(C)OC(=O)NC1CCC(NC(=O)c2c[nH]c3c(-c4cc(F)ccc4OCC4CC4)ncnc23)CC1. Reaction SMILES: [C:25]([CH3:26])([CH3:27])([CH3:28])[O:29][C:30]([NH:31][CH:32]1[CH2:33][CH2:34][CH:35]([NH2:38])[CH2:36][CH2:37]1)=[O:39].[CH:1]1([CH2:4][O:5][c:6]2[c:7](-[c:13]3[c:14]4[c:15]([n:16][cH:17][n:18]3)[c:19]([C:22](=[O:23])[OH:24])[cH:20][nH:21]4)[cH:8][c:9]([F:12])[cH:10][cH:11]2)[CH2:2][CH2:3]1>>[CH:1]1([CH2:4][O:5][c:6]2[c:7](-[c:13]3[c:14]4[c:15]([n:16][cH:17][n:18]3)[c:19]([C:22](=[O:24])[NH:38][CH:35]3[CH2:34][CH2:33][CH:32]([NH:31][C:30]([O:29][C:25]([CH3:26])([CH3:27])[CH3:28])=[O:39])[CH2:37][CH2:36]3)[cH:20][nH:21]4)[cH:8][c:9]([F:12])[cH:10][cH:11]2)[CH2:2][CH2:3]1.